From a dataset of the Open Reaction Database (ORD), a public repository of structured organic reaction records. describe an organic reaction: reactants, conditions, products, and yield Reactants: CC1=C(O)C=CC(=C1)O (methylhydroquinone), C([O-])([O-])=O.[K+].[K+] (potassium carbonate), S(=O)(=O)(OC)OC (dimethyl sulphate). The solvent is CC(=O)C (acetone). Run at time 2 hour. Yields the product COC1=C(C=C(C=C1)OC)C (2,5-Dimethoxytoluene). Yield: 81.6%. Reaction SMILES: [CH3:1][C:2]1[CH:8]=[C:7](O)[CH:6]=[CH:5][C:3]=1[OH:4].[C:10](=[O:13])([O-])[O-].[K+].[K+].S(OC)(O[CH3:20])(=O)=O>CC(C)=O>[CH3:20][O:4][C:3]1[CH:5]=[CH:6][C:7]([O:13][CH3:10])=[CH:8][C:2]=1[CH3:1] |f:1.2.3|. Reported procedure: A mixture of 12 g of methylhydroquinone, 45 g of potassium carbonate and 45 g of dimethyl sulphate in 300 ml of anhydrous acetone is heated to reflux for 4 days. After cooling, the reaction mixture is filtered and the filtrate is evaporated under vacuum. The residue is taken up in 150 ml of concentrated aqueous ammonia, the mixture is left stirring for 2 hours, diluted with water and extracted with DCM, the organic phase is dried over magnesium sulphate and the solvent is evaporated off under va... Starting materials: ClC=1C=C(C=CC1)\C=C/CCN1C(C=2C(C1=O)=CC=CC2)=O (cis-N-[4-(3-chlorophenyl)-but-3-enyl]-phthalimide), II (iodine). The solvent is C1(=CC=CC=C1)C (toluene). The product is ClC=1C=C(C=CC1)/C=C/CCN1C(C=2C(C1=O)=CC=CC2)=O (trans-N-[4-(3-chlorophenyl)-but-3-enyl]-phthalimide). The yield is 26.3%. Reaction SMILES: [Cl:1][C:2]1[CH:3]=[C:4](/[CH:8]=[CH:9]\[CH2:10][CH2:11][N:12]2[C:16](=[O:17])[C:15]3=[CH:18][CH:19]=[CH:20][CH:21]=[C:14]3[C:13]2=[O:22])[CH:5]=[CH:6][CH:7]=1.II>C1(C)C=CC=CC=1>[Cl:1][C:2]1[CH:3]=[C:4](/[CH:8]=[CH:9]/[CH2:10][CH2:11][N:12]2[C:16](=[O:17])[C:15]3=[CH:18][CH:19]=[CH:20][CH:21]=[C:14]3[C:13]2=[O:22])[CH:5]=[CH:6][CH:7]=1. Procedure details: A solution of cis-N-[4-(3-chlorophenyl)-but-3-enyl]-phthalimide (1.9 g) and iodine (50 mg) in 500 mL toluene was irradiated for 5 days with a 100-watt incandescent light bulb. The solvent was removed in vacuo and the residue was recrystallized from toluene/methanol to give 0.50 g of trans-N-[4-(3-chlorophenyl)-but-3-enyl]-phthalimide (no cis-isomer was observed by 1H-NMR). The reactants are S(O)(O)(=O)=O (sulfuric acid), O=C[C@H](O)[C@H](O)[C@H](O)CO (D-ribose), CC(=O)C (acetone), C([O-])([O-])=O.[Na+].[Na+] (sodium carbonate). Conditions: time 90 minute. Product: CC1(O[C@@H]2[C@H](OC([C@@H]2O1)O)CO)C (2,3-O-Isopropylidene-D-ribofuranose). As a reaction SMILES: S(=O)(=O)(O)O.[O:6]=[CH:7][C@@H:8]([C@@H:10]([C@@H:12]([CH2:14][OH:15])[OH:13])[OH:11])[OH:9].C(=O)([O-])[O-].[Na+].[Na+].[CH3:22][C:23]([CH3:25])=O>>[CH3:22][C:23]1([CH3:25])[O:9][C@@H:8]2[C@@H:10]([C@@H:12]([CH2:14][OH:15])[O:13][CH:7]2[OH:6])[O:11]1 |f:2.3.4|. Reported procedure: Concentrated sulfuric acid (0.3 mL) was added to a suspension of D-ribose (12.5 g, 83 mmol) in acetone (125 mL). The reaction mixture was stirred at room temperature for 90 min to obtain a clear solution which was then neutralized with saturated aqueous sodium carbonate. The mixture was filtered over Celite® and concentrated in vacuo. Reactants: O=B[O-], CCCC1CCC(c2ccc(CC(=O)Cl)cc2)CC1, CCCCCc1cccs1, [Na+]. Product: CCCCCc1ccc(C=Cc2ccc(C3CCC(CCC)CC3)cc2)s1. Reaction SMILES: [B:30]([O-:31])=[O:32].[CH2:11]([CH2:12][CH3:13])[CH:14]1[CH2:15][CH2:16][CH:17]([c:20]2[cH:21][cH:22][c:23]([CH2:26][C:27]([Cl:28])=[O:29])[cH:24][cH:25]2)[CH2:18][CH2:19]1.[CH2:1]([CH2:2][CH2:3][CH2:4][CH3:5])[c:6]1[s:7][cH:8][cH:9][cH:10]1.[Na+:33]>>[CH2:1]([CH2:2][CH2:3][CH2:4][CH3:5])[c:6]1[s:7][c:8]([CH:27]=[CH:26][c:23]2[cH:22][cH:21][c:20]([CH:17]3[CH2:16][CH2:15][CH:14]([CH2:11][CH2:12][CH3:13])[CH2:19][CH2:18]3)[cH:25][cH:24]2)[cH:9][cH:10]1. Starting materials: [H][H] (hydrogen), C(C)(=O)O (acetic acid), NC1=C(C=CC=C1)NC(C1=CC=C(C=C1)C1CCN(CC1)CC=1C(=NN(C1OC)C)C)=O (N-(2-Aminophenyl)-4-{1-[(5-methoxy-1,3-dimethyl-1H-pyrazol-4-yl)methyl]piperidin-4-yl}benzamide), CN1N=C(C(=C1)C=O)C (1,3-dimethyl-1H-pyrazole-4-carbaldehyde), [OH-].[Na+] (sodium hydroxide). The reagents and catalysts are [Pd] (palladium on charcoal). The solvent is O (water), O1CCCC1 (Tetrahydrofuran). Conditions: temperature 40 celsius. Yields the product CN1N=C(C(=C1)CN1CCC(CC1)C1=CC=C(C(=O)NC2=C(C=CC=C2)NC(OC(C)(C)C)=O)C=C1)C (tert-Butyl (2-{[4-(1-{1,3-dimethyl-1H-pyrazol-4-ylmethyl}piperidin-4-yl)benzoyl]amino}phenyl)carbamate). Yield: 83.5%. RXN SMILES: [NH2:1][C:2]1[CH:7]=[CH:6][CH:5]=[CH:4][C:3]=1[NH:8][C:9](=[O:32])[C:10]1[CH:15]=[CH:14][C:13]([CH:16]2[CH2:21][CH2:20][N:19]([CH2:22][C:23]3[C:24]([CH3:31])=[N:25][N:26]([CH3:30])[C:27]=3OC)[CH2:18][CH2:17]2)=[CH:12][CH:11]=1.CN1[CH:38]=[C:37]([CH:39]=O)[C:36](C)=N1.[C:42]([OH:45])(=[O:44])C.[H][H].[OH-].[Na+]>[Pd].O.O1CCCC1>[CH3:30][N:26]1[CH:27]=[C:23]([CH2:22][N:19]2[CH2:20][CH2:21][CH:16]([C:13]3[CH:14]=[CH:15][C:10]([C:9]([NH:8][C:3]4[CH:4]=[CH:5][CH:6]=[CH:7][C:2]=4[NH:1][C:42](=[O:44])[O:45][C:37]([CH3:39])([CH3:38])[CH3:36])=[O:32])=[CH:11][CH:12]=3)[CH2:17][CH2:18]2)[C:24]([CH3:31])=[N:25]1 |f:4.5|. Reported procedure: tert-Butyl 2-[(4-piperidin-4-ylbenzoyl)amino]phenylcarbamate (prepared as described in Method 4 above; 108.1 g, 273.3 mmol), 1,3-dimethyl-1H-pyrazole-4-carbaldehyde (35.6 g, 287 mmol) and palladium on charcoal (3.09 g, 1.37 mmol) were charged to a suitable pressure vessel. Tetrahydrofuran (920 ml), water (54 ml) and acetic acid (32.8 g, 546.7 mmol) were charged and the stirred mixture heated to 60° C. under 3 bar of hydrogen until the reaction deemed complete. The mixture was then cooled to 40° ...